Task: describe an organic reaction: reactants, conditions, products, and yield. Dataset: the Open Reaction Database (ORD), a public repository of structured organic reaction records The reactants are O (water), [H-].[Na+] (sodium hydride), CC(C)(C)OC(=O)OC1=NC(=NC(=C1)N1CCOCC1)CC(=O)OCC (ethyl [4-({[(2-methylpropan-2-yl)oxy]carbonyl}oxy)-6-(morpholin-4-yl)pyrimidin-2-yl]acetate), [I-].C (methane iodide). Run in CN(C=O)C (N,N-dimethylformamide). Run at temperature 0 celsius, time 15 minute. Product: CC(C)(C)OC(=O)OC1=NC(=NC(=C1)N1CCOCC1)C(C(=O)OCC)C (ethyl 2-[4-({[(2-methylpropan-2-yl)oxy]carbonyl}oxy)-6-(morpholin-4-yl)pyrimidin-2-yl]propanoate). As a reaction SMILES: [H-].[Na+].[CH3:3][C:4]([O:7][C:8]([O:10][C:11]1[CH:16]=[C:15]([N:17]2[CH2:22][CH2:21][O:20][CH2:19][CH2:18]2)[N:14]=[C:13]([CH2:23][C:24]([O:26][CH2:27][CH3:28])=[O:25])[N:12]=1)=[O:9])([CH3:6])[CH3:5].[I-].[CH4:30].O>CN(C)C=O>[CH3:6][C:4]([O:7][C:8]([O:10][C:11]1[CH:16]=[C:15]([N:17]2[CH2:18][CH2:19][O:20][CH2:21][CH2:22]2)[N:14]=[C:13]([CH:23]([CH3:30])[C:24]([O:26][CH2:27][CH3:28])=[O:25])[N:12]=1)=[O:9])([CH3:3])[CH3:5] |f:0.1,3.4|. Procedure: 84 mg of sodium hydride are added to a solution of 700 mg of ethyl [4-({[(2-methylpropan-2-yl)oxy]carbonyl}oxy)-6-(morpholin-4-yl)pyrimidin-2-yl]acetate in 8 ml of N,N-dimethylformamide under argon. The reaction mixture is then stirred for 15 minutes at 0° C. 0.130 ml of methane iodide is then added and the resulting mixture is stirred at ambient temperature overnight. 0.5 ml of water is added and the reaction mixture is concentrated to dryness under reduced pressure. After purification by silic... The reactants are CC(=O)OC(C)=O, CC(=O)O, CC(C)(C)C(N)C(=O)O. The product is CC(=O)NC(C(=O)O)C(C)(C)C. RXN SMILES: [C:10]([CH3:11])(=[O:12])[O:13][C:14](=[O:15])[CH3:16].[CH3:17][C:18](=[O:19])[OH:20].[NH2:1][CH:2]([C:3]([CH3:4])([CH3:5])[CH3:6])[C:7](=[O:8])[OH:9]>>[NH:1]([CH:2]([C:3]([CH3:4])([CH3:5])[CH3:6])[C:7](=[O:8])[OH:9])[C:10]([CH3:11])=[O:12]. Starting materials: C1CC(=O)C2=CC=CC=C21 (α-indanone), liquid, N (ammonia), [H][H] (hydrogen). Reagents/catalysts: catalyst A. Product: NC1CCC2=CC=CC=C12 (1-aminoindane). The yield is 91.8%. RXN SMILES: [CH2:1]1[C:10]2[C:5](=[CH:6][CH:7]=[CH:8][CH:9]=2)[C:3](=O)[CH2:2]1.[NH3:11].[H][H]>>[NH2:11][CH:3]1[C:5]2[C:10](=[CH:9][CH:8]=[CH:7][CH:6]=2)[CH2:1][CH2:2]1. Procedure details: A continuously operated high-pressure reactor was packed with 250 cm3 of catalyst A and, at 130° C. and 100 bar, charged hourly from the base with 32 g of a methanolic α-indanone solution (80% by weight indanone), 55 ml of liquid ammonia and 15 1 (Stp) of hydrogen. Excess ammonia and methanol were then distilled off. The collected discharges from the reaction were analyzed by gas chromatography: 1-aminoindane was obtained in a yield of 91.8%. Reactants: CC(=O)O[BH-](OC(C)=O)OC(C)=O, CC(=O)[O-], Cn1c(=O)c(C=O)cc2ccccc21, CC(=O)O, [Cl-], [Cl-], ClCCCl, [NH3+]CC(c1ccccc1)[NH+]1CCC(F)(F)CC1, [Na+], [Na+]. Yields the product Cn1c(=O)c(CNCC(c2ccccc2)N2CCC(F)(F)CC2)cc2ccccc21. RXN SMILES: [C:43]([O:44][BH-:45]([O:46][C:47](=[O:48])[CH3:49])[O:50][C:51](=[O:52])[CH3:53])(=[O:54])[CH3:55].[CH3:16][C:17](=[O:18])[O-:19].[CH3:1][n:2]1[c:3](=[O:14])[c:4]([CH:12]=[O:13])[cH:5][c:6]2[cH:7][cH:8][cH:9][cH:10][c:11]12.[CH3:39][C:40](=[O:41])[OH:42].[Cl-:20].[Cl-:21].[Cl:57][CH2:58][CH2:59][Cl:60].[NH3+:22][CH2:23][CH:24]([c:25]1[cH:26][cH:27][cH:28][cH:29][cH:30]1)[NH+:31]1[CH2:32][CH2:33][C:34]([F:37])([F:38])[CH2:35][CH2:36]1.[Na+:15].[Na+:56]>>[CH3:1][n:2]1[c:3](=[O:14])[c:4]([CH2:12][NH:22][CH2:23][CH:24]([c:25]2[cH:26][cH:27][cH:28][cH:29][cH:30]2)[N:31]2[CH2:32][CH2:33][C:34]([F:37])([F:38])[CH2:35][CH2:36]2)[cH:5][c:6]2[cH:7][cH:8][cH:9][cH:10][c:11]12.